This data is from the Open Reaction Database (ORD), a public repository of structured organic reaction records. The task is: describe an organic reaction: reactants, conditions, products, and yield The reactants are BrC=1C=CC2=C(N(CCO2)C=2SC=3CC(NC(C3N2)=O)(C)C)C1 (2-(6-Bromo-2,3-dihydrobenzo[1,4]oxazin-4-yl)-6,6-dimethyl-6,7-dihydro-[1,3]thiazolo[5,4-d]pyridin-4(5H)-one), CC1=NC=C(C=C1)B(O)O (2-methylpyridine-5-boronic acid), C(=O)([O-])[O-].[Na+].[Na+] (Na2CO3), tetrakis-(triphenylphosphine)palladium(0), O (water). The solvent is C1CCOC1 (THF). Yields the product CC1(CC2=C(C(N1)=O)SC(=N2)N2CCOC1=C2C=C(C=C1)C=1C=NC(=CC1)C)C (6,6-Dimethyl-2-[6-(6-methylpyridin-3-yl)-2,3-dihydrobenzo[1,4]oxazin-4-yl]-6,7-dihydro[1,3]thiazolo[5,4-c]pyridin-4(5H)-one). The yield is 29.0%. RXN SMILES: Br[C:2]1[CH:3]=[CH:4][C:5]2[O:10][CH2:9][CH2:8][N:7]([C:11]3[S:12][C:13]4[CH2:14]C(C)(C)N[C:17](=O)[C:18]=4[N:19]=3)[C:6]=2[CH:23]=1.[CH3:24][C:25]1[CH:30]=[CH:29][C:28](B(O)O)=[CH:27][N:26]=1.C([O-])([O-])=O.[Na+].[Na+].[OH2:40]>C1COCC1>[CH3:5][C:6]1([CH3:23])[NH:7][C:14](=[O:40])[C:13]2[S:12][C:11]([N:7]3[C:6]4[CH:23]=[C:2]([C:28]5[CH:27]=[N:26][C:25]([CH3:24])=[CH:30][CH:29]=5)[CH:3]=[CH:4][C:5]=4[O:10][CH2:9][CH2:8]3)=[N:19][C:18]=2[CH2:17]1 |f:2.3.4|. Procedure: A stirred solution of Example 39 (0.090 g, 0.23 mmol), 2-methylpyridine-5-boronic acid (0.094 g, 0.69 mmol), Na2CO3 (0.073 g, 0.69 mmol) and tetrakis-(triphenylphosphine)palladium(0) (0.026 g, 0.02 mmol) in THF (3 mL) was heated to 160° C. under microwave irradiation for 30 minutes. After cooling to r.t., water (10 mL) was added and the resulting precipitate filtered off, washed with water (3×20 mL) and dried in vacuo. The solid was then triturated with EtOAc (3×20 mL) and DCM (2×20 mL), then co...